From a dataset of the Open Reaction Database (ORD), a public repository of structured organic reaction records. describe an organic reaction: reactants, conditions, products, and yield As a reaction SMILES: [CH2:1]([O:8][N:9]1[C:18](=[O:19])[C:17]2[CH:20]=[C:21]([Br:26])[C:22]([N+:23]([O-])=O)=[C:15]3[C:16]=2[C:11](=[CH:12][CH:13]=[CH:14]3)[C:10]1=[O:27])[C:2]1[CH:7]=[CH:6][CH:5]=[CH:4][CH:3]=1.[CH3:28][N:29]1[CH2:34][CH2:33]N[CH2:31][CH2:30]1>CN(C=O)C>[CH2:1]([O:8][N:9]1[C:18](=[O:19])[C:17]2[CH:20]=[C:21]([Br:26])[C:22]([N:23]3[CH2:33][CH2:34][N:29]([CH3:28])[CH2:30][CH2:31]3)=[C:15]3[C:16]=2[C:11](=[CH:12][CH:13]=[CH:14]3)[C:10]1=[O:27])[C:2]1[CH:7]=[CH:6][CH:5]=[CH:4][CH:3]=1. Procedure details: Following the procedure of Example U1, 2-benzyloxy-5-bromo-6-nitro-benzo[de]isoquinoline-1,3-dione (0.50 g, 1.2 mmol, from Example S1-A) and 1-methylpiperazine (0.46 g, 4.7 mmol) in DMF (5 mL) were reacted to give 0.22 g of the title compound. The product is C(C1=CC=CC=C1)ON1C(C2=CC=CC=3C2=C(C1=O)C=C(C3N3CCN(CC3)C)Br)=O (2-Benzyloxy-5-bromo-6-(4-methylpiperazin-1-yl)-benzo[de]isoquinoline-1,3-dione). Isolated yield 38.2%. Solvent: CN(C)C=O (DMF). The reactants are C(C1=CC=CC=C1)ON1C(C2=CC=CC=3C2=C(C1=O)C=C(C3[N+](=O)[O-])Br)=O (2-benzyloxy-5-bromo-6-nitro-benzo[de]isoquinoline-1,3-dione), CN1CCNCC1 (1-methylpiperazine). The reactants are C(C1=CC=CC=C1)N(CCCCCCCOCCCC=1C=C(C=CC1)S(=O)(=O)N)C[C@H](O)C1=C2C=CC(NC2=C(C=C1)OCC1=CC=CC=C1)=O (3-(3-{[7-(benzyl{(2R)-2-[8-(benzyloxy)-2-oxo-1,2-dihydroquinolin-5-yl]-2-hydroxyethyl}amino)heptyl]oxy}propyl)benzenesulfonamide), C(C)(=O)OCC (ethyl acetate), C(C)(=O)O (acetic acid). Reagents/catalysts: [Pd] (palladium on carbon), [OH-].[OH-].[Pd+2] (palladium hydroxide on carbon). The solvent is C(C)O (ethanol). The product is C(C)(=O)O.O[C@@H](CNCCCCCCCOCCCC=1C=C(C=CC1)S(=O)(=O)N)C1=C2C=CC(NC2=C(C=C1)O)=O (3-{3-[(7-{[(2R)-2-Hydroxy-2-(8-hydroxy-2-oxo-1,2-dihydroquinolin-5-yl)ethyl]amino}heptyl)oxy]propyl}benzenesulfonamide acetate). As a reaction SMILES: C([N:8]([CH2:30][C@@H:31]([C:33]1[CH:42]=[CH:41][C:40]([O:43]CC2C=CC=CC=2)=[C:39]2[C:34]=1[CH:35]=[CH:36][C:37](=[O:51])[NH:38]2)[OH:32])[CH2:9][CH2:10][CH2:11][CH2:12][CH2:13][CH2:14][CH2:15][O:16][CH2:17][CH2:18][CH2:19][C:20]1[CH:21]=[C:22]([S:26]([NH2:29])(=[O:28])=[O:27])[CH:23]=[CH:24][CH:25]=1)C1C=CC=CC=1.[C:52]([O:55]CC)(=[O:54])[CH3:53].C(O)(=O)C>C(O)C.[Pd].[OH-].[OH-].[Pd+2]>[C:52]([OH:55])(=[O:54])[CH3:53].[OH:32][C@H:31]([C:33]1[CH:42]=[CH:41][C:40]([OH:43])=[C:39]2[C:34]=1[CH:35]=[CH:36][C:37](=[O:51])[NH:38]2)[CH2:30][NH:8][CH2:9][CH2:10][CH2:11][CH2:12][CH2:13][CH2:14][CH2:15][O:16][CH2:17][CH2:18][CH2:19][C:20]1[CH:21]=[C:22]([S:26]([NH2:29])(=[O:27])=[O:28])[CH:23]=[CH:24][CH:25]=1 |f:5.6.7,8.9|. Reported procedure: A solution of 3-(3-{[7-(benzyl{(2R)-2-[8-(benzyloxy)-2-oxo-1,2-dihydroquinolin-5-yl]-2-hydroxyethyl}amino)heptyl]oxy}propyl)benzenesulfonamide (36 mg) in ethanol (10 ml) with ethyl acetate (2 ml) and glacial acetic acid (1 ml) was hydrogenated using 10% palladium on carbon (50% water by weight, 10 mg) and 20% palladium hydroxide on carbon (10 mg) for 19 h. The catalyst was removed by filtration and the filtrate was evaporated in vacuo. The residue was purified on an aminopropyl SPE cartridge (2 ... Reactants: C(=O)C1=CC=C(C#N)C=C1 (4-formylbenzonitrile), [Li]CCCC (n-BuLi), BrC=1C=C2C(=C(C(=NC2=CC1)OC)CC1=CC=C(C#N)C=C1)Cl (4-((6-bromo-4-chloro-2-methoxyquinolin-3-yl)methyl)benzonitrile), BrC=1C=C2C(=C(C(=NC2=CC1)OC)CC1=CC=C(C#N)C=C1)Cl (4-((6-bromo-4-chloro-2-methoxyquinolin-3-yl)methyl)benzonitrile). The solvent is C1CCOC1 (THF), C1CCOC1 (THF). Conditions: time 1.5 minute. Yields the product ClC1=C(C(=NC2=CC=C(C=C12)C(C1=CC=C(C#N)C=C1)O)OC)CC1=CC=C(C=C1)C#N (4-((4-Chloro-3-(4-cyanobenzyl)-2-methoxyquinolin-6-yl)(hydroxy)methyl)benzonitrile). Reaction SMILES: [Li]CCCC.Br[C:7]1[CH:8]=[C:9]2[C:14](=[CH:15][CH:16]=1)[N:13]=[C:12]([O:17][CH3:18])[C:11]([CH2:19][C:20]1[CH:27]=[CH:26][C:23]([C:24]#[N:25])=[CH:22][CH:21]=1)=[C:10]2[Cl:28].[CH:29]([C:31]1[CH:38]=[CH:37][C:34]([C:35]#[N:36])=[CH:33][CH:32]=1)=[O:30]>C1COCC1>[Cl:28][C:10]1[C:9]2[C:14](=[CH:15][CH:16]=[C:7]([CH:29]([OH:30])[C:31]3[CH:38]=[CH:37][C:34]([C:35]#[N:36])=[CH:33][CH:32]=3)[CH:8]=2)[N:13]=[C:12]([O:17][CH3:18])[C:11]=1[CH2:19][C:20]1[CH:27]=[CH:26][C:23]([C:24]#[N:25])=[CH:22][CH:21]=1. Reported procedure: A solution of n-BuLi (2.5 M in hexanes, 1.25 mL. 3.12 mmol) was added dropwise by syringe to a solution of 4-((6-bromo-4-chloro-2-methoxyquinolin-3-yl)methyl)benzonitrile (1.211 g, 3.125 mmol, Intermediate 8: step d) in dry THF (15 mL) in a dry ice-acetone bath. After 1-2 minutes, a solution of 4-formylbenzonitrile (498.8 mg, 3.804 mmol) in dry THF (2 mL) was added dropwise. The reaction was stirred for 5 minutes and then removed from the cold bath and allowed to warm to room temperature. The re... Reactants: BrC1=C(C(=C(N)C=C1)F)C(F)(F)F (4-bromo-2-fluoro-3-trifluoromethylaniline), resultant mixture, CSSC (dimethyl disulphide), N(=O)[O-].[Na+] (sodium nitrite), O (water). Reagents/catalysts: [Cu] (copper). Run in C(C)(=O)O (acetic acid), C(C)(=O)O (acetic acid), S(O)(O)(=O)=O (sulphuric acid). Run at temperature 5 celsius. Yields the product BrC1=CC=C(C(=C1C(F)(F)F)F)SC (6-bromo-2-fluoro-3-(methylsulphenyl)benzotrifluoride). As a reaction SMILES: N([O-])=O.[Na+].[Br:5][C:6]1[CH:12]=[CH:11][C:9](N)=[C:8]([F:13])[C:7]=1[C:14]([F:17])([F:16])[F:15].[CH3:18][S:19]SC.O>S(=O)(=O)(O)O.C(O)(=O)C.[Cu]>[Br:5][C:6]1[C:7]([C:14]([F:17])([F:16])[F:15])=[C:8]([F:13])[C:9]([S:19][CH3:18])=[CH:11][CH:12]=1 |f:0.1|. Reported procedure: A solution of sodium nitrite (11.2 g) in concentrated sulphuric acid was added to a stirred cooled suspension of 4-bromo-2-fluoro-3-trifluoromethylaniline (40 g) in glacial acetic acid while maintaining the temperature below 5° C. The mixture was stirred at 5° C. for one and a half hours. The resultant mixture was added gradually to a mixture of dimethyl disulphide (20 ml) and copper power (0.224 g) in glacial acetic acid at 45° C. It was stirred and heated at 70° C. for 3 hours. It was cooled, ... Starting materials: [Br-], CCCC[N+](CCCC)(CCCC)CCCC, CC(C)(C)c1cccc2c1C(=O)NS2(=O)=O, Cc1ccccc1, ClCSc1ccccc1. Yields the product CC(C)(C)c1cccc2c1C(=O)N(CSc1ccccc1)S2(=O)=O. RXN SMILES: [Br-:26].[CH2:27]([N+:28]([CH2:29][CH2:30][CH2:31][CH3:32])([CH2:33][CH2:34][CH2:35][CH3:36])[CH2:37][CH2:38][CH2:39][CH3:40])[CH2:41][CH2:42][CH3:43].[CH3:1][C:2]([CH3:3])([CH3:4])[c:5]1[c:6]2[c:12]([cH:13][cH:14][cH:15]1)[S:9](=[O:10])(=[O:11])[NH:8][C:7]2=[O:16].[CH3:44][c:45]1[cH:46][cH:47][cH:48][cH:49][cH:50]1.[c:17]1([S:23][CH2:24][Cl:25])[cH:18][cH:19][cH:20][cH:21][cH:22]1>>[CH3:1][C:2]([CH3:3])([CH3:4])[c:5]1[c:6]2[c:12]([cH:13][cH:14][cH:15]1)[S:9](=[O:10])(=[O:11])[N:8]([CH2:24][S:23][c:17]1[cH:18][cH:19][cH:20][cH:21][cH:22]1)[C:7]2=[O:16]. The reactants are BrC1=C(C(=C(C(=C1Br)Br)Br)Cl)C (2,3,4,5-tetrabromo-6-chlorotoluene), BrC1=C(C(=C(C(=C1C)Br)Br)Br)Br (pentabromotoluene), C1CC[NH2+]C1.C1C2C(C(O1)O2)(CCC3(C4COC3O4)C(I)I)C(I)I (dioxonium). Product: BrC1=C(C=O)C(=C(C(=C1Br)Br)Br)Cl (2,3,4,5-tetrabromo-6-chlorobenzaldehyde). Reaction SMILES: [Br:1][C:2]1[C:7]([Br:8])=[C:6]([Br:9])[C:5]([Br:10])=[C:4]([Cl:11])[C:3]=1[CH3:12].BrC1C(C)=C(Br)C(Br)=C(Br)C=1Br.C1C[NH2+]CC1.C1[O:34]C2OC1C2(C(I)I)CCC1(C(I)I)C2OC1CO2>>[Br:1][C:2]1[C:7]([Br:8])=[C:6]([Br:9])[C:5]([Br:10])=[C:4]([Cl:11])[C:3]=1[CH:12]=[O:34] |f:2.3|. Reported procedure: When 2,3,4,5-tetrabromo-6-chlorotoluene, mp 268°-269°, was substituted for pentabromotoluene in Example 7 and the resultant dioxonium compound was hydrolyzed according to the procedure of Example 35 an essentially quantitative yield of the title compound was obtained. The structure of the novel high melting compound was confirmed by infrared and nuclear magnetic resonance spectroscopy as well as by elemental analysis. The reactants are FCCCBr, O=C([O-])[O-], CN(C)C=O, ClC(Cl)Cl, [K+], [K+], O, Oc1ccc(-c2cn3ccccc3n2)cc1. The product is FCCCOc1ccc(-c2cn3ccccc3n2)cc1. RXN SMILES: [Br:23][CH2:24][CH2:25][CH2:26][F:27].[C:17](=[O:18])([O-:19])[O-:20].[CH3:29][N:30]([CH3:31])[CH:32]=[O:33].[CH:34]([Cl:35])([Cl:36])[Cl:37].[K+:21].[K+:22].[OH2:28].[OH:1][c:2]1[cH:3][cH:4][c:5](-[c:8]2[n:9][c:10]3[n:11]([cH:12][cH:13][cH:14][cH:15]3)[cH:16]2)[cH:6][cH:7]1>>[O:1]([c:2]1[cH:3][cH:4][c:5](-[c:8]2[n:9][c:10]3[n:11]([cH:12][cH:13][cH:14][cH:15]3)[cH:16]2)[cH:6][cH:7]1)[CH2:24][CH2:25][CH2:26][F:27].